This data is from the Open Reaction Database (ORD), a public repository of structured organic reaction records. The task is: describe an organic reaction: reactants, conditions, products, and yield Reactants: C1CCOC1, CO, Cl, [Li+], COC(=O)C1CC(NC(=O)c2ccc3c(c2)OCCO3)CCN1C(=O)OC(C)(C)C, [OH-], O. Yields the product CC(C)(C)OC(=O)N1CCC(NC(=O)c2ccc3c(c2)OCCO3)CC1C(=O)O. RXN SMILES: [CH2:34]1[O:35][CH2:36][CH2:37][CH2:38]1.[CH3:39][OH:40].[ClH:33].[Li+:2].[O:3]1[c:4]2[c:5]([cH:9][c:10]([C:13](=[O:14])[NH:15][CH:16]3[CH2:17][CH:18]([C:29](=[O:30])[O:31][CH3:32])[N:19]([C:22](=[O:23])[O:24][C:25]([CH3:26])([CH3:27])[CH3:28])[CH2:20][CH2:21]3)[cH:11][cH:12]2)[O:6][CH2:7][CH2:8]1.[OH-:1].[OH2:41]>>[O:3]1[c:4]2[c:5]([cH:9][c:10]([C:13](=[O:14])[NH:15][CH:16]3[CH2:17][CH:18]([C:29](=[O:30])[OH:31])[N:19]([C:22](=[O:23])[O:24][C:25]([CH3:26])([CH3:27])[CH3:28])[CH2:20][CH2:21]3)[cH:11][cH:12]2)[O:6][CH2:7][CH2:8]1.